From a dataset of the Open Reaction Database (ORD), a public repository of structured organic reaction records. describe an organic reaction: reactants, conditions, products, and yield Starting materials: ice water, C(C1=CC=CC=C1)=O (benzaldehyde), BrBr (bromine), [Cl-].[Al+3].[Cl-].[Cl-] (aluminum chloride). Procedure details: To a mixture of 1,2-dichloroethane (250 g) with 98% aluminum chloride (0.65 mol, 88.6 g) was added 97% benzaldehyde (0.50 mol, 54.6 g) over 1 hour at 40° C. After bromine (0.55 mol, 88.0 g) was added over 2 hours at 40° C., this mixture was stirred for 2 hours at the same temperature. After the reaction mixture being added to ice water (375.0 g) and stirred thoroughly, this was allowed to stand and separated. The organic phase was washed with 100 ml of water, further with 100 ml of 0.5% aqueous ... Reaction SMILES: [Cl-].[Al+3].[Cl-].[Cl-].[CH:5](=[O:12])[C:6]1[CH:11]=[CH:10][CH:9]=[CH:8][CH:7]=1.[Br:13]Br>ClCCCl>[Br:13][C:8]1[CH:7]=[C:6]([CH:11]=[CH:10][CH:9]=1)[CH:5]=[O:12] |f:0.1.2.3|. Yields the product BrC=1C=C(C=O)C=CC1 (3-bromobenzaldehyde). Run in ClCCCl (1,2-dichloroethane). Reaction conditions: time 2 hour. Yield: 90.3%. The reactants are ClC1=CC=C2C(=CN(C2=C1)CC(=O)O)C(=O)N1CCC(CC1)C1=C(C=CC=C1)OC(F)(F)F ({6-chloro-3-[4-(2-trifluoromethoxy-phenyl)-piperidine-1-carbonyl]-indol-1-yl}-acetic acid), CN(CCN)C (N1,N1-dimethyl-ethane-1,2-diamine). Product: ClC1=CC=C2C(=CN(C2=C1)CC(=O)NCCN(C)C)C(=O)N1CCC(CC1)C1=C(C=CC=C1)OC(F)(F)F (2-{6-Chloro-3-[4-(2-trifluoromethoxy-phenyl)-piperidine-1-carbonyl]-indol-1-yl}-N-(2-dimethylamino-ethyl)-acetamide). Reaction SMILES: [Cl:1][C:2]1[CH:10]=[C:9]2[C:5]([C:6]([C:15]([N:17]3[CH2:22][CH2:21][CH:20]([C:23]4[CH:28]=[CH:27][CH:26]=[CH:25][C:24]=4[O:29][C:30]([F:33])([F:32])[F:31])[CH2:19][CH2:18]3)=[O:16])=[CH:7][N:8]2[CH2:11][C:12](O)=[O:13])=[CH:4][CH:3]=1.[CH3:34][N:35]([CH3:39])[CH2:36][CH2:37][NH2:38]>>[Cl:1][C:2]1[CH:10]=[C:9]2[C:5]([C:6]([C:15]([N:17]3[CH2:18][CH2:19][CH:20]([C:23]4[CH:28]=[CH:27][CH:26]=[CH:25][C:24]=4[O:29][C:30]([F:32])([F:33])[F:31])[CH2:21][CH2:22]3)=[O:16])=[CH:7][N:8]2[CH2:11][C:12]([NH:38][CH2:37][CH2:36][N:35]([CH3:39])[CH3:34])=[O:13])=[CH:4][CH:3]=1. Procedure: Analogous to general procedure I, the coupling of {6-chloro-3-[4-(2-trifluoromethoxy-phenyl)-piperidine-1-carbonyl]-indol-1-yl}-acetic acid (prepared herein) with (commercially available) N1,N1-dimethyl-ethane-1,2-diamine gave the title compound. Reactants: Br, [Cu]Br, O=N[O-], COC(=O)c1cc(N)cc([N+](=O)[O-])c1, [Na+], O. The product is COC(=O)c1cc(Br)cc([N+](=O)[O-])c1. RXN SMILES: [BrH:19].[Cu:21][Br:22].[N:15]([O-:16])=[O:17].[NH2:1][c:2]1[cH:3][c:4]([C:5](=[O:6])[O:7][CH3:8])[cH:9][c:10]([N+:12](=[O:13])[O-:14])[cH:11]1.[Na+:18].[OH2:20]>>[c:2]1([Br:19])[cH:3][c:4]([C:5](=[O:6])[O:7][CH3:8])[cH:9][c:10]([N+:12](=[O:13])[O-:14])[cH:11]1. Reactants: O=C(NC(CC1CC1)C(O)C(=O)O)OCc1ccccc1, ClCCCl, C1CCOC1, CN, ClCCl. Yields the product CNC(=O)C(O)C(CC1CC1)NC(=O)OCc1ccccc1. As a reaction SMILES: [CH2:1]([c:2]1[cH:3][cH:4][cH:5][cH:6][cH:7]1)[O:8][C:9](=[O:10])[NH:11][CH:12]([CH:13]([C:14](=[O:15])[OH:16])[OH:17])[CH2:18][CH:19]1[CH2:20][CH2:21]1.[CH2:22]([Cl:23])[CH2:24][Cl:25].[CH2:31]1[O:32][CH2:33][CH2:34][CH2:35]1.[CH3:26][NH2:27].[Cl:28][CH2:29][Cl:30]>>[CH2:1]([c:2]1[cH:3][cH:4][cH:5][cH:6][cH:7]1)[O:8][C:9](=[O:10])[NH:11][CH:12]([CH:13]([C:14](=[O:15])[NH:27][CH3:26])[OH:17])[CH2:18][CH:19]1[CH2:20][CH2:21]1. The reactants are O=C(OC(Cl)(Cl)Cl)Cl (diphosgene), NC(C(=O)OC)CC=C (methyl 2-amino-4-pentenoate), C (charcoal). Run in O1CCOCC1 (dioxane). The product is N(=C=O)C(C(=O)OC)CC=C (methyl 2-isocyanato-4-pentenoate). RXN SMILES: [O:1]=[C:2](Cl)OC(Cl)(Cl)Cl.[NH2:9][CH:10]([CH2:15][CH:16]=[CH2:17])[C:11]([O:13][CH3:14])=[O:12].C>O1CCOCC1>[N:9]([CH:10]([CH2:15][CH:16]=[CH2:17])[C:11]([O:13][CH3:14])=[O:12])=[C:2]=[O:1]. Procedure details: 0.35 mol diphosgene is added dropwise over 1 hour to a mixture of 0.28 mol of methyl 2-amino-4-pentenoate, prepared as described by D. Ferroud, J. P. Genet, and R. Kiolle in Tetrahedron Letters, 1986, 27, 23-26, and 0.4 g activated charcoal in 400 mL dioxane under N2. The reaction mixture is then heated and stirred at reflux for 21/2 hours. The reaction mixture is then cooled, filtered, and concentrated to dryness by rotary evaporator, keeping exposure to moisture to a minimum. The crude product... Reactants: O=C([O-])[O-], C#CCBr, CC(C)=O, Cc1nn(-c2cc(O)c(Cl)cc2F)c(=O)n1CCCF, [K+], [K+]. Product: C#CCOc1cc(-n2nc(C)n(CCCF)c2=O)c(F)cc1Cl. RXN SMILES: [C:25](=[O:26])([O-:27])[O-:28].[CH2:21]([C:22]#[CH:23])[Br:24].[CH3:31][C:32](=[O:33])[CH3:34].[Cl:1][c:2]1[cH:3][c:4]([F:20])[c:5](-[n:9]2[n:10][c:11]([CH3:19])[n:12]([CH2:15][CH2:16][CH2:17][F:18])[c:13]2=[O:14])[cH:6][c:7]1[OH:8].[K+:29].[K+:30]>>[Cl:1][c:2]1[cH:3][c:4]([F:20])[c:5](-[n:9]2[n:10][c:11]([CH3:19])[n:12]([CH2:15][CH2:16][CH2:17][F:18])[c:13]2=[O:14])[cH:6][c:7]1[O:8][CH2:23][C:22]#[CH:21]. Reactants: COC1=CC=C(C=C1)C=1N=C(N=NC1C1=CC=C(C=C1)OC)SC (5,6-bis(4-methoxyphenyl)-3-methylthio-1,2,4-triazine), CN1CCNCC1 (N-methylpiperazine), 3-(4-methylpiperazino)-5,6-bis(4-me;thoxyphenyl)-1,2,4-triazine. The solvent is O (water). Product: CN1CCN(CC1)C=1N=NC(=C(N1)C1=CC=C(C=C1)OC)C1=CC=C(C=C1)OC (3-(4-methylpiperazino)-5,6-bis(4-methoxyphenyl)-1,2,4-triazine). RXN SMILES: [CH3:1][O:2][C:3]1[CH:8]=[CH:7][C:6]([C:9]2[N:10]=[C:11](SC)[N:12]=[N:13][C:14]=2[C:15]2[CH:20]=[CH:19][C:18]([O:21][CH3:22])=[CH:17][CH:16]=2)=[CH:5][CH:4]=1.[CH3:25][N:26]1[CH2:31][CH2:30][NH:29][CH2:28][CH2:27]1>O>[CH3:25][N:26]1[CH2:31][CH2:30][N:29]([C:11]2[N:12]=[N:13][C:14]([C:15]3[CH:20]=[CH:19][C:18]([O:21][CH3:22])=[CH:17][CH:16]=3)=[C:9]([C:6]3[CH:7]=[CH:8][C:3]([O:2][CH3:1])=[CH:4][CH:5]=3)[N:10]=2)[CH2:28][CH2:27]1. Procedure details: Ten grams of 5,6-bis(4-methoxyphenyl)-3-methylthio-1,2,4-triazine and 40 ml. of N-methylpiperazine were refluxed for 12 hours. The reaction mixture was poured into water and the solid product was collected. The product was crystallized twice from 75 ml. of ethanol and twice from ethyl acetate to yield 1.8 g. of 3-(4-methylpiperazino)-5,6-bis(4-me;thoxyphenyl)-1,2,4-triazine, mp about 158°-160°C.